From a dataset of the Open Reaction Database (ORD), a public repository of structured organic reaction records. describe an organic reaction: reactants, conditions, products, and yield Starting materials: P(O)(=O)(OP(=O)(O)OP(=O)(O)O)OC[C@@H]1[C@H]([C@H]([C@@H](O1)N1C=NC=2C(=O)NC(N)=NC12)O)O (GTP), II, P(O)(=O)(OP(=O)(O)OP(=O)(O)O)OC[C@@H]1[C@H]([C@H]([C@@H](O1)N1C=NC=2C(=O)NC(N)=NC12)O)O (GTP), N1=CN=C2N=CNC2=C1 (purine). Product: NC1=NC(=C(C(=N1)NC1[C@H](O)[C@H](O)[C@H](O1)COP(=O)(O)O)N)O (2,5-Diamino-6-hydroxy-4-(5′phosphoribosylamino)-pyrimidine). Reaction SMILES: [P:1]([O:13][CH2:14][C@H:15]1[O:19][C@@H:18]([N:20]2[C:30]3[N:29]=[C:27]([NH2:28])[NH:26][C:24](=[O:25])[C:23]=3[N:22]=C2)[C@H:17]([OH:31])[C@@H:16]1[OH:32])([O:4]P(OP(O)(O)=O)(O)=O)(=[O:3])[OH:2].N1C=C2C(N=CN2)=NC=1>>[NH2:28][C:27]1[N:29]=[C:30]([NH:20][CH:18]2[O:19][C@H:15]([CH2:14][O:13][P:1]([OH:4])([OH:3])=[O:2])[C@@H:16]([OH:32])[C@H:17]2[OH:31])[C:23]([NH2:22])=[C:24]([OH:25])[N:26]=1. Procedure details: As noted above, in bacteria and fungi, GTP cyclohydrolase II (EC 3.5.4.25) catalyzes the reaction of GTP with a purine to produce 2,5-Diamino-6-hydroxy-4-(5′phosphoribosylamino)-pyrimidine; diaminohydroxyphosphoribosylaminopyrimidine deaminase (EC 3.5.4.26) catalyzes the reaction of 2,5-Diamino-6-hydroxy-4-(5′phosphoribosylamino)-pyrimidine to produce 5-amino-6-(5-phosphoribosylamino)uracil; 5-amino-6-(5-phosphoribosylamino)uracil reductase (EC 1.1.1.193) catalyzes the reaction of 5-amino-6-(5-p... Reactants: [Al+3], CCOc1ccc2c(c1)C13CCN(C(=O)C4CC4)C(C2)C1CCOC3, [H-], [H-], [H-], [H-], [Li+], [Na+], [Na+], [Na+], O=S(=O)([O-])[O-], C1CCOC1, [OH-]. The product is CCOc1ccc2c(c1)C13CCN(CC4CC4)C(C2)C1CCOC3. RXN SMILES: [Al+3:27].[CH:1]1([C:4](=[O:5])[N:6]2[CH:7]3[CH:8]4[CH2:9][CH2:10][O:11][CH2:12][C:13]4([c:14]4[cH:15][c:16]([O:21][CH2:22][CH3:23])[cH:17][cH:18][c:19]4[CH2:20]3)[CH2:24][CH2:25]2)[CH2:2][CH2:3]1.[H-:26].[H-:29].[H-:30].[H-:31].[Li+:28].[Na+:32].[Na+:33].[Na+:40].[O-:34][S:35](=[O:36])(=[O:37])[O-:38].[O:41]1[CH2:42][CH2:43][CH2:44][CH2:45]1.[OH-:39]>>[CH:1]1([CH2:4][N:6]2[CH:7]3[CH:8]4[CH2:9][CH2:10][O:11][CH2:12][C:13]4([c:14]4[cH:15][c:16]([O:21][CH2:22][CH3:23])[cH:17][cH:18][c:19]4[CH2:20]3)[CH2:24][CH2:25]2)[CH2:2][CH2:3]1. Reactants: C(C1=CC=CC=C1)OC(=O)N[C@@H](C(C)C)C(=O)OCC(CC(=O)O)COC(CCCCCCCCCCCCCCCCC)=O (3-(N-benzyloxycarbonyl-L-valyloxymethyl)-4-stearoyloxy-butyric acid), S(=O)(Cl)Cl (thionyl chloride). Yields the product C(CCCCCCCCCCCCCCCCC)(=O)OCCCC(=O)Cl (4-stearoyloxy-butyroyl chloride). Reaction SMILES: C(OC(N[C@H](C(OC[CH:20]([CH2:25][O:26][C:27](=[O:45])[CH2:28][CH2:29][CH2:30][CH2:31][CH2:32][CH2:33][CH2:34][CH2:35][CH2:36][CH2:37][CH2:38][CH2:39][CH2:40][CH2:41][CH2:42][CH2:43][CH3:44])[CH2:21][C:22](O)=[O:23])=O)C(C)C)=O)C1C=CC=CC=1.S(Cl)([Cl:48])=O>>[C:27]([O:26][CH2:25][CH2:20][CH2:21][C:22]([Cl:48])=[O:23])(=[O:45])[CH2:28][CH2:29][CH2:30][CH2:31][CH2:32][CH2:33][CH2:34][CH2:35][CH2:36][CH2:37][CH2:38][CH2:39][CH2:40][CH2:41][CH2:42][CH2:43][CH3:44]. Reported procedure: 3-(N-benzyloxycarbonyl-L-valyloxymethyl)-4-stearoyloxy-butyric acid (1.26 g, 2 mmol), was treated with thionyl chloride (50 ml) at 35° C. for 3 hr, evaporated and coevaporated to give the product 3-N-benzyloxycarbonyl-L-valyloxy)-4-stearoyloxy-butyroyl chloride (1.3 g). The reactants are CC1(OCCO1)C1=CC=C(O1)CN1N=C(C=C1)N (1-[5-(2-methyl-[1,3]dioxolan-2-yl)-furan-2-ylmethyl]-1H-pyrazol-3-ylamine), COC1=CC=C(C=C1)/C=C/C(=O)O ((E)-3-(4-methoxy-phenyl)-acrylic acid). Yields the product C(C)(=O)C1=CC=C(O1)CN1N=C(C=C1)NC(\C=C\C1=CC=C(C=C1)OC)=O ((E)-N-[1-(5-Acetyl-furan-2-ylmethyl)-1H-pyrazol-3-yl]-3-(4-methoxy-phenyl)-acrylamide). RXN SMILES: [CH3:1][C:2]1([C:7]2[O:11][C:10]([CH2:12][N:13]3[CH:17]=[CH:16][C:15]([NH2:18])=[N:14]3)=[CH:9][CH:8]=2)[O:6]CCO1.[CH3:19][O:20][C:21]1[CH:26]=[CH:25][C:24](/[CH:27]=[CH:28]/[C:29](O)=[O:30])=[CH:23][CH:22]=1>>[C:2]([C:7]1[O:11][C:10]([CH2:12][N:13]2[CH:17]=[CH:16][C:15]([NH:18][C:29](=[O:30])/[CH:28]=[CH:27]/[C:24]3[CH:25]=[CH:26][C:21]([O:20][CH3:19])=[CH:22][CH:23]=3)=[N:14]2)=[CH:9][CH:8]=1)(=[O:6])[CH3:1]. Reported procedure: Following general procedure B followed by either C or D, starting from 1-[5-(2-methyl-[1,3]dioxolan-2-yl)-furan-2-ylmethyl]-1H-pyrazol-3-ylamine and (E)-3-(4-methoxy-phenyl)-acrylic acid. Starting materials: COc1ccc(-c2nn(CC(C)C)c(=O)c(C(=O)O)c2-c2ccc(OC)cc2)cc1, Nc1ccccc1. The product is COc1ccc(-c2nn(CC(C)C)c(=O)c(C(=O)Nc3ccccc3)c2-c2ccc(OC)cc2)cc1. As a reaction SMILES: [CH3:1][O:2][c:3]1[cH:4][cH:5][c:6](-[c:9]2[c:10]([C:28](=[O:29])[OH:30])[c:11](=[O:27])[n:12]([CH2:23][CH:24]([CH3:25])[CH3:26])[n:13][c:14]2-[c:15]2[cH:16][cH:17][c:18]([O:21][CH3:22])[cH:19][cH:20]2)[cH:7][cH:8]1.[NH2:31][c:32]1[cH:33][cH:34][cH:35][cH:36][cH:37]1>>[CH3:1][O:2][c:3]1[cH:4][cH:5][c:6](-[c:9]2[c:10]([C:28](=[O:29])[NH:31][c:32]3[cH:33][cH:34][cH:35][cH:36][cH:37]3)[c:11](=[O:27])[n:12]([CH2:23][CH:24]([CH3:25])[CH3:26])[n:13][c:14]2-[c:15]2[cH:16][cH:17][c:18]([O:21][CH3:22])[cH:19][cH:20]2)[cH:7][cH:8]1. Reactants: [Br-].CC1(CCOC2=CC=C(C=C12)C(C)[P+](C1=CC=CC=C1)(C1=CC=CC=C1)C1=CC=CC=C1)C ([1-(4,4-dimethyl-6-chromanyl)ethyl]triphenylphosphonium bromide), C(C1=CC=CC=C1)=O (benzaldehyde), CO.O (methanol water). Solvent: C1CCCO1 (butylene oxide). The product is CC1(CCOC2=C1C=C(C=C2)\C(=C\C2=CC=CC=C2)\C)C (3,4-dihydro-4,4-dimethyl-6-[(E)-α-methylstyryl]-2H-1-benzopyran). Yield: 19.1%. Reaction SMILES: [Br-].[CH3:2][C:3]1([CH3:34])[C:12]2[C:7](=[CH:8][CH:9]=[C:10]([CH:13]([P+](C3C=CC=CC=3)(C3C=CC=CC=3)C3C=CC=CC=3)[CH3:14])[CH:11]=2)[O:6][CH2:5][CH2:4]1.[CH:35](=O)[C:36]1[CH:41]=[CH:40][CH:39]=[CH:38][CH:37]=1.CO.O>C1OCCC1>[CH3:34][C:3]1([CH3:2])[C:12]2[CH:11]=[C:10](/[C:13](/[CH3:14])=[CH:35]/[C:36]3[CH:41]=[CH:40][CH:39]=[CH:38][CH:37]=3)[CH:9]=[CH:8][C:7]=2[O:6][CH2:5][CH2:4]1 |f:0.1,3.4|. Reported procedure: 16.5 g of [1-(4,4-dimethyl-6-chromanyl)ethyl]triphenylphosphonium bromide and 3 g of benzaldehyde were heated under reflux in 100 ml of butylene oxide for 20 hours. The reaction mixture obtained was poured into a methanol/water mixture (6:4) and extracted with hexane. After drying and evaporating the organic phase the crude product was chromatographed (silica gel, eluting agent hexane) and recrystallized from hexane. There were obtained 1.5 g of 3,4-dihydro-4,4-dimethyl-6-[(E)-α-methylstyryl]-2H... Yields the product CCOC(=O)c1cc(-c2ccccc2)sc1Cl. The reactants are CCOC(=O)c1csc(-c2ccccc2)c1, CC(=O)O, O=C1CCC(=O)N1Cl. As a reaction SMILES: [CH2:1]([CH3:2])[O:3][C:4](=[O:5])[c:6]1[cH:7][c:8](-[c:11]2[cH:12][cH:13][cH:14][cH:15][cH:16]2)[s:9][cH:10]1.[CH3:25][C:26](=[O:27])[OH:28].[Cl:17][N:18]1[C:19](=[O:20])[CH2:21][CH2:22][C:23]1=[O:24]>>[CH2:1]([CH3:2])[O:3][C:4](=[O:5])[c:6]1[cH:7][c:8](-[c:11]2[cH:12][cH:13][cH:14][cH:15][cH:16]2)[s:9][c:10]1[Cl:17]. Reactants: NCC(C)(C)C=1NC(=C(N1)C=1C=CC(=C(C1)O)Cl)C1=CC=NC=C1 (5-(2-(2-Amino-1,1-dimethyl-ethyl)-5-pyridin-4-yl-1H-imidazol-4-yl)-2-chloro-phenol), C(C1=CC=CC=C1)=O (benzaldehyde), C(C)(=O)O[BH-](OC(C)=O)OC(C)=O.[Na+] (Sodium triacetoxyborohydride). Solvent: C(C)(=O)OCC (ethyl acetate), C(O)([O-])=O.[Na+] (sodium hydrogen carbonate), CO (methanol). Run at time 3 hour. The product is C(C1=CC=CC=C1)NCC(C)(C)C=1NC(=C(N1)C=1C=CC(=C(C1)O)Cl)C1=CC=NC=C1 (5-(2-(2-Benzylamino-1,1-dimethyl-ethyl)-5-pyridin-4-yl-1H-imidazol-4-yl)-2-chloro-phenol). The yield is 16.9%. Reaction SMILES: [NH2:1][CH2:2][C:3]([C:6]1[NH:7][C:8]([C:19]2[CH:24]=[CH:23][N:22]=[CH:21][CH:20]=2)=[C:9]([C:11]2[CH:12]=[CH:13][C:14]([Cl:18])=[C:15]([OH:17])[CH:16]=2)[N:10]=1)([CH3:5])[CH3:4].[CH:25](=O)[C:26]1[CH:31]=[CH:30][CH:29]=[CH:28][CH:27]=1.C(O[BH-](OC(=O)C)OC(=O)C)(=O)C.[Na+]>CO.C(OCC)(=O)C.C(=O)([O-])O.[Na+]>[CH2:25]([NH:1][CH2:2][C:3]([C:6]1[NH:7][C:8]([C:19]2[CH:20]=[CH:21][N:22]=[CH:23][CH:24]=2)=[C:9]([C:11]2[CH:12]=[CH:13][C:14]([Cl:18])=[C:15]([OH:17])[CH:16]=2)[N:10]=1)([CH3:5])[CH3:4])[C:26]1[CH:31]=[CH:30][CH:29]=[CH:28][CH:27]=1 |f:2.3,6.7|. Procedure details: A solution of Example 3 (103 mg, 0.3 mmol) and benzaldehyde (30.7 mg, 0.3 mmol) in methanol (1 ml) was stirred at room temperature for 30 min. Sodium triacetoxyborohydride (76.3 mg, 0.36 mmol) was then added and the mixture stirred at room temperature for 3 hours before being diluted with ethyl acetate and sodium hydrogen carbonate solution. The aqueous layer was separated and re-extracted with additional ethyl acetate. The combined organic layers was then washed with brine, dried over anhydrous... Starting materials: C(C)(C)N=C1C=CC(C=C1)=NC(C)C (3,6-Bis-isopropylimino-cyclohexa-1,4-diene), C1(=CC=CC=C1)N=C1C=CC(C=C1)=NC1=CC=CC=C1 (3,6-Bis-(phenylimino)-cyclohexa-1,4-diene), CC(CCC(C)C)N=C1C=CC(C=C1)=NC(CCC(C)C)C (3,6-Bis-(1,4-dimethyl-pentylimino)-cyclohexa-1,4-diene), C(C)(C)N=C1C=CC(C=C1)=NC1=CC=CC=C1 ((4-isopropylimino-cyclohexa-2,5-dienylidene)-phenyl-amine), C(C)(CC)N=C1C=CC(C=C1)=NC(C)CC (3,6-Bis-sec-butylimino-cyclohexa-1,4-diene), CC(CC(C)C)N=C1C=CC(C=C1)=NC(CC(C)C)C (3,6-Bis-(1,3-dimethyl-butylimino)-cyclohexa-1,4-diene), CC(CCC(C)C)N=C1C=CC(C=C1)=NC1=CC=CC=C1 ([4-(1,4-dimethyl-pentylimino)-cyclohexa-2,5-dienylidene]-phenyl-amine). Yields the product CC(CC(C)C)N=C1C=CC(C=C1)=NC1=CC=CC=C1 ([4-(1,3-dimethyl-butylimino)-cyclohexa-2,5-dienylidene]-phenyl-amine). RXN SMILES: [C:1]1([N:7]=[C:8]2[CH:13]=[CH:12][C:11](=[N:14][C:15]3[CH:20]=C[CH:18]=[CH:17][CH:16]=3)[CH:10]=[CH:9]2)[CH:6]=[CH:5][CH:4]=[CH:3][CH:2]=1.[CH:21](N=C1C=CC(=NC(CC)C)C=C1)(CC)C.CC(N=C1C=CC(=NC(C)CC(C)C)C=C1)CC(C)C.CC(N=C1C=CC(=NC(C)CCC(C)C)C=C1)CCC(C)C.C(N=C1C=CC(=NC(C)C)C=C1)(C)C.CC(N=C1C=CC(=NC2C=CC=CC=2)C=C1)CCC(C)C.C(N=C1C=CC(=NC2C=CC=CC=2)C=C1)(C)C>>[CH3:20][CH:15]([N:14]=[C:11]1[CH:10]=[CH:9][C:8](=[N:7][C:1]2[CH:2]=[CH:3][CH:4]=[CH:5][CH:6]=2)[CH:13]=[CH:12]1)[CH2:16][CH:17]([CH3:18])[CH3:21]. Procedure details: 3,6-Bis-(phenylimino)-cyclohexa-1,4-diene; 3,6-Bis-sec-butylimino-cyclohexa-1,4-diene; 3,6-Bis-(1,3-dimethyl-butylimino)-cyclohexa-1,4-diene; 3,6-Bis-(1,4-dimethyl-pentylimino)-cyclohexa-1,4-diene; 3,6-Bis-isopropylimino-cyclohexa-1,4-diene; [4-(1,4-dimethyl-pentylimino)-cyclohexa-2,5-dienylidene]-phenyl-amine; (4-isopropylimino-cyclohexa-2,5-dienylidene)-phenyl-amine.